This data is from the Open Reaction Database (ORD), a public repository of structured organic reaction records. The task is: describe an organic reaction: reactants, conditions, products, and yield The reactants are Cl.NC1=C(C(=O)O)C(=CC=C1)Cl (2-amino-6-chlorobenzoic acid hydrochloride), diazonium salt, Cl (hydrochloric acid), Cl (hydrochloric acid), [OH-].[Na+] (sodium hydroxide), diazonium salt, N(=O)[O-].[Na+] (sodium nitrite), COC1=NC(=NC(=C1)OC)S (4,6-dimethoxy-2-mercaptopyrimidine). Solvent: O (water). Reaction conditions: time 2 hour. The product is ClC1=C(C(=O)O)C(=CC=C1)SC1=NC(=CC(=N1)OC)OC (2-chloro-6-[(4,6-dimethoxypyrimidin-2-yl)thio]benzoic acid). Yield: 22.9%. Reaction SMILES: Cl.N[C:3]1[CH:11]=[CH:10][CH:9]=[C:8]([Cl:12])[C:4]=1[C:5]([OH:7])=[O:6].N([O-])=O.[Na+].Cl.[CH3:18][O:19][C:20]1[CH:25]=[C:24]([O:26][CH3:27])[N:23]=[C:22]([SH:28])[N:21]=1.[OH-].[Na+]>O>[Cl:12][C:8]1[CH:9]=[CH:10][CH:11]=[C:3]([S:28][C:22]2[N:21]=[C:20]([O:19][CH3:18])[CH:25]=[C:24]([O:26][CH3:27])[N:23]=2)[C:4]=1[C:5]([OH:7])=[O:6] |f:0.1,2.3,6.7|. Procedure: 5.0 g of 2-amino-6-chlorobenzoic acid hydrochloride was converted to a diazonium salt with 2.3 g of sodium nitrite and concentrated hydrochloric acid. Then, this diazonium salt was gradually dropwise added to a solution comprising 4.8 g of 4,6-dimethoxy-2-mercaptopyrimidine, 2.4 g of sodium hydroxide and 40 ml of water at 0° C. After completion of the dropwise addition, the mixture was stirred at room temperature for 2 hours to complete the reaction. Concentrated hydrochloric acid was added to t... The reactants are O(C1=CC=CC=C1)C1=CC=C(C=C1)[Mg]Br (p-phenoxyphenyl magnesium bromide), C1(=CC=CC=C1)[Si](OC)(OC)OC (phenyl trimethoxy silane). The product is O(C1=CC=CC=C1)C1=CC=C(C=C1)[Si](OC)(OC)C1=CC=CC=C1 (p-phenoxyphenyl phenyl dimethoxy silane). Reaction SMILES: [O:1]([C:8]1[CH:13]=[CH:12][C:11]([Mg]Br)=[CH:10][CH:9]=1)[C:2]1[CH:7]=[CH:6][CH:5]=[CH:4][CH:3]=1.[C:16]1([Si:22](OC)([O:25][CH3:26])[O:23][CH3:24])[CH:21]=[CH:20][CH:19]=[CH:18][CH:17]=1>>[O:1]([C:8]1[CH:13]=[CH:12][C:11]([Si:22]([C:16]2[CH:21]=[CH:20][CH:19]=[CH:18][CH:17]=2)([O:25][CH3:26])[O:23][CH3:24])=[CH:10][CH:9]=1)[C:2]1[CH:7]=[CH:6][CH:5]=[CH:4][CH:3]=1. Procedure details: Another suitable approach to making the (thio)phenoxyphenyl phenyl silane of the present invention is the sequential formation of a Grignard reagent [a (thio)phenoxyphenyl magnesium halide] followed by introduction of a phenyl trialkoxy silane. A reaction scheme illustrative of this approach follows in which p-phenoxyphenyl bromide is reacted with magnesium metal to form p-phenoxyphenyl magnesium bromide. The p-phenoxyphenyl magnesium bromide intermediate is then reacted with phenyl trimethoxy s... The reactants are CC1CC2=C(CN1)SC(=N2)C(=O)[O-].[Li+] (lithium 6-methyl-4,5,6,7-tetrahydrothiazolo[5,4-c]pyridine-2-carboxylate), ClC=1C=C2C=CC(=CC2=CC1)S(=O)(=O)N1CC(NCC1)C(NCCOC)=O (4-[(6-chloronaphthalen-2-yl)sulfonyl]-2-[[N-(2-methoxyethyl)]carbamoyl]piperazine). Reaction SMILES: [CH3:1][CH:2]1[NH:7][CH2:6][C:5]2[S:8][C:9]([C:11]([O-:13])=O)=[N:10][C:4]=2[CH2:3]1.[Li+].[Cl:15][C:16]1[CH:17]=[C:18]2[C:23](=[CH:24][CH:25]=1)[CH:22]=[C:21]([S:26]([N:29]1[CH2:34][CH2:33][NH:32][CH:31]([C:35](=[O:41])[NH:36][CH2:37][CH2:38][O:39][CH3:40])[CH2:30]1)(=[O:28])=[O:27])[CH:20]=[CH:19]2>>[ClH:15].[Cl:15][C:16]1[CH:17]=[C:18]2[C:23](=[CH:24][CH:25]=1)[CH:22]=[C:21]([S:26]([N:29]1[CH2:34][CH2:33][N:32]([C:11]([C:9]3[S:8][C:5]4[CH2:6][NH:7][CH:2]([CH3:1])[CH2:3][C:4]=4[N:10]=3)=[O:13])[CH:31]([C:35](=[O:41])[NH:36][CH2:37][CH2:38][O:39][CH3:40])[CH2:30]1)(=[O:27])=[O:28])[CH:20]=[CH:19]2 |f:0.1,3.4|. Procedure: Starting materials: lithium 6-methyl-4,5,6,7-tetrahydrothiazolo[5,4-c]pyridine-2-carboxylate, 4-[(6-chloronaphthalen-2-yl)sulfonyl]-2-[[N-(2-methoxyethyl)]carbamoyl]piperazine The product is Cl.ClC=1C=C2C=CC(=CC2=CC1)S(=O)(=O)N1CC(N(CC1)C(=O)C=1SC=2CNC(CC2N1)C)C(NCCOC)=O (4-[(6-Chloronaphthalen-2-yl)sulfonyl]-2-[[N-(2-methoxyethyl)]carbamoyl]-1-[(6-methyl-4,5,6,7-tetrahydrothiazolo[5,4-c]pyridin-2-yl)carbonyl]piperazine hydrochloride). Reactants: C(C)(C)N1CC(C1)O (1-(iso-propyl)-3-azetidinol), C(C=C)OC1=C(C=CC=C1)O (2-allyloxyphenol). The product is C(C=C)OC1=C(OCC(CNC(C)C)O)C=CC=C1 (1-(2-allyloxyphenoxy)-3-(iso-propylamino)-2-propanol). Isolated yield 48.0%. As a reaction SMILES: [CH:1]([N:4]1[CH2:7][CH:6]([OH:8])[CH2:5]1)([CH3:3])[CH3:2].[CH2:9]([O:12][C:13]1[CH:18]=[CH:17][CH:16]=[CH:15][C:14]=1[OH:19])[CH:10]=[CH2:11]>>[CH2:9]([O:12][C:13]1[CH:18]=[CH:17][CH:16]=[CH:15][C:14]=1[O:19][CH2:5][CH:6]([OH:8])[CH2:7][NH:4][CH:1]([CH3:2])[CH3:3])[CH:10]=[CH2:11]. Reported procedure: When 1-(iso-propyl)-3-azetidinol and 2-allyloxyphenol were reacted in the same manner as in Example 6, 1-(2-allyloxyphenoxy)-3-(iso-propylamino)-2-propanol melting at 76°-79° C was obtained. The yield was 48%. Reactants: FC(S(=O)(=O)OS(=O)(=O)C(F)(F)F)(F)F (trifluoromethanesulfonic anhydride), OC[C@H]1C[C@@H](CO1)SC(C)=O (Ethanethioic acid trans-(±)-S-[tetrahydro-5-(hydroxymethyl)-3-furanyl]ester). Solvent: C(Cl)Cl (methylene chloride), C(Cl)Cl (methylene chloride), N1=CC=CC=C1 (pyridine). Run at time 45 minute. The product is FC(S(=O)(=O)OC[C@H]1C[C@@H](CO1)SC(C)=O)(F)F (Ethanethioic acid trans(±)-S-[tetrahydro-5-[[[(trifluoromethyl)sulfonyl]oxy]methyl]-3-furanyl]ester). Reaction SMILES: FC(F)(F)S([O:6][S:7]([C:10]([F:13])([F:12])[F:11])(=[O:9])=[O:8])(=O)=O.O[CH2:17][C@@H:18]1[O:22][CH2:21][C@@H:20]([S:23][C:24](=[O:26])[CH3:25])[CH2:19]1>C(Cl)Cl.N1C=CC=CC=1>[F:13][C:10]([F:11])([F:12])[S:7]([O:6][CH2:17][C@@H:18]1[O:22][CH2:21][C@@H:20]([S:23][C:24](=[O:26])[CH3:25])[CH2:19]1)(=[O:8])=[O:9]. Reported procedure: To a 0° C. solution of 0.535 ml of trifluoromethanesulfonic anhydride in 3.75 ml of methylene chloride is added, via a syringe, a 0° C. solution of 0.529 g of product from Example 6 in 0.75 ml of methylene chloride and 0.243 ml of pyridine. The reaction is stirred in an ice bath for 45 minutes; during which time the progress of reaction is checked by thin layer chromatography. The mixture is concentrated in vacuo, slurried with ethyl acetate and filtered. The filtrate is purified by chromatograp... The reactants are COC(=O)C1=CC2=C(N(C(=N2)N(COCC[Si](C)(C)C)CC2CCN(CC2)CC2=CC=CC3=CC=CC=C23)COCC[Si](C)(C)C)C=C1 (2-[(1-naphthalen-1-ylmethyl-piperidin-4-ylmethyl)-(2-trimethylsilanyl-ethoxymethyl)-amino]-1-(2-trimethylsilanyl-ethoxymethyl)-1H-benzimidazole-5-carboxylic acid methyl ester), [H-].[Li+].[Al+3].[H-].[H-].[H-] (aluminum lithium hydride). Solvent: O1CCCC1 (tetrahydrofuran). Conditions: time 2 hour. Product: C1(=CC=CC2=CC=CC=C12)CN1CCC(CC1)CN(C1=NC2=C(N1COCC[Si](C)(C)C)C=CC(=C2)CO)COCC[Si](C)(C)C ([2-[(1-naphthalen-1-ylmethyl-piperidin -4-ylmethyl)-(2-trimethylsilanyl-ethoxymethyl)-amino]-1-(2-trimethylsilanyl-ethoxymethyl)-1H-benzimidazol-5-yl]-methanol). RXN SMILES: C[O:2][C:3]([C:5]1[CH:48]=[CH:47][C:8]2[N:9]([CH2:39][O:40][CH2:41][CH2:42][Si:43]([CH3:46])([CH3:45])[CH3:44])[C:10]([N:12]([CH2:21][CH:22]3[CH2:27][CH2:26][N:25]([CH2:28][C:29]4[C:38]5[C:33](=[CH:34][CH:35]=[CH:36][CH:37]=5)[CH:32]=[CH:31][CH:30]=4)[CH2:24][CH2:23]3)[CH2:13][O:14][CH2:15][CH2:16][Si:17]([CH3:20])([CH3:19])[CH3:18])=[N:11][C:7]=2[CH:6]=1)=O.[H-].[Li+].[Al+3].[H-].[H-].[H-]>O1CCCC1>[C:29]1([CH2:28][N:25]2[CH2:24][CH2:23][CH:22]([CH2:21][N:12]([CH2:13][O:14][CH2:15][CH2:16][Si:17]([CH3:20])([CH3:19])[CH3:18])[C:10]3[N:9]([CH2:39][O:40][CH2:41][CH2:42][Si:43]([CH3:44])([CH3:45])[CH3:46])[C:8]4[CH:47]=[CH:48][C:5]([CH2:3][OH:2])=[CH:6][C:7]=4[N:11]=3)[CH2:27][CH2:26]2)[C:38]2[C:33](=[CH:34][CH:35]=[CH:36][CH:37]=2)[CH:32]=[CH:31][CH:30]=1 |f:1.2.3.4.5.6|. Reported procedure: After dissolving 2-[(1-naphthalen-1-ylmethyl-piperidin-4-ylmethyl)-(2-trimethylsilanyl-ethoxymethyl)-amino]-1-(2-trimethylsilanyl-ethoxymethyl)-1H-benzimidazole-5-carboxylic acid methyl ester (624 mg, 0.91 mmol) in anhydrous tetrahydrofuran (10 ml) under a nitrogen stream, aluminum lithium hydride (72.4 mg, 1.82 mmol) was added at 0° C., and the mixture was stirred for 2 hours. After then adding a saturated aqueous sodium sulfate solution, extraction was performed with ethyl acetate and then wit... The reactants are C(C)(C)(C)C1=C(C=CC=C1)C1=CC=C(C=C1)CN1C(=NC2=C1C=C(C=C2C)C=2N=CN(C2)CC2=CC=CC=C2)CCC (tert.butyl 4'-[(2-n-propyl-4-methyl-6-(1-benzyl-imidazol-4-yl)-benzimidazol-1-yl)-methyl]-biphenyl), FC(C(=O)O)(F)F (trifluoroacetic acid). Solvent: C(Cl)Cl (methylene chloride). Product: C(CC)C1=NC2=C(N1CC1=CC=C(C=C1)C=1C(=CC=CC1)C(=O)O)C=C(C=C2C)C=2N=CN(C2)CC2=CC=CC=C2 (4'-[(2-n-Propyl-4-methyl-6-(1-benzyl-imidazol-4-yl)-benzimidazol-1-yl)-methyl]-biphenyl-2-carboxylic acid). As a reaction SMILES: C([C:5]1[CH:10]=[CH:9][CH:8]=C[C:6]=1[C:11]1[CH:16]=[CH:15][C:14]([CH2:17][N:18]2[C:22]3[CH:23]=[C:24]([C:28]4[N:29]=[CH:30][N:31]([CH2:33][C:34]5[CH:39]=[CH:38][CH:37]=[CH:36][CH:35]=5)[CH:32]=4)[CH:25]=[C:26]([CH3:27])[C:21]=3[N:20]=[C:19]2[CH2:40][CH2:41][CH3:42])=[CH:13][CH:12]=1)(C)(C)C.F[C:44](F)(F)[C:45]([OH:47])=[O:46]>C(Cl)Cl>[CH2:40]([C:19]1[N:18]([CH2:17][C:14]2[CH:15]=[CH:16][C:11]([C:6]3[C:44]([C:45]([OH:47])=[O:46])=[CH:8][CH:9]=[CH:10][CH:5]=3)=[CH:12][CH:13]=2)[C:22]2[CH:23]=[C:24]([C:28]3[N:29]=[CH:30][N:31]([CH2:33][C:34]4[CH:35]=[CH:36][CH:37]=[CH:38][CH:39]=4)[CH:32]=3)[CH:25]=[C:26]([CH3:27])[C:21]=2[N:20]=1)[CH2:41][CH3:42]. Reported procedure: Prepared analogously to Example 1 from tert.butyl 4'-[(2-n-propyl-4-methyl-6-(1-benzyl-imidazol-4-yl)-benzimidazol-1-yl)-methyl]-biphenyl and trifluoroacetic acid in methylene chloride. Starting materials: NC(C(O)C1=C(C=CC=C1)F)CC1=CC=C(C=C1)C(F)(F)F ((1RS,2SR)-2-amino-1-(2-fluorophenyl)-3-(4-(trifluoromethyl)phenyl)-1-propanol), C1(=CC=CC=C1)CCC(=O)Cl (3-phenylpropionyl chloride), C(O)([O-])=O.[Na+] (sodium hydrogen carbonate). The solvent is C(C)(=O)OCC (ethyl acetate), O (water). Conditions: time 8 hour. Yields the product FC1=C(C=CC=C1)C(C(CC1=CC=C(C=C1)C(F)(F)F)NC(CCC1=CC=CC=C1)=O)O (N-((1RS,2SR)-2-(2-fluorophenyl)-2-hydroxy-1-((4-(trifluoromethyl)phenyl)methyl)ethyl)-3-phenylpropanamide). The yield is 77.5%. As a reaction SMILES: [NH2:1][CH:2]([CH2:12][C:13]1[CH:18]=[CH:17][C:16]([C:19]([F:22])([F:21])[F:20])=[CH:15][CH:14]=1)[CH:3]([C:5]1[CH:10]=[CH:9][CH:8]=[CH:7][C:6]=1[F:11])[OH:4].[C:23]1([CH2:29][CH2:30][C:31](Cl)=[O:32])[CH:28]=[CH:27][CH:26]=[CH:25][CH:24]=1.C(=O)([O-])O.[Na+]>C(OCC)(=O)C.O>[F:11][C:6]1[CH:7]=[CH:8][CH:9]=[CH:10][C:5]=1[CH:3]([OH:4])[CH:2]([NH:1][C:31](=[O:32])[CH2:30][CH2:29][C:23]1[CH:28]=[CH:27][CH:26]=[CH:25][CH:24]=1)[CH2:12][C:13]1[CH:18]=[CH:17][C:16]([C:19]([F:22])([F:20])[F:21])=[CH:15][CH:14]=1 |f:2.3|. Reported procedure: To a solution of (1RS,2SR)-2-amino-1-(2-fluorophenyl)-3-(4-(trifluoromethyl)phenyl)-1-propanol (450 mg, 1.44 mmol) in ethyl acetate (20 ml) were added 3-phenylpropionyl chloride (320 ml, 2.15 mmol) and saturated aqueous sodium hydrogen carbonate (20 ml) and the mixture was stirred overnight at room temperature. The reaction solution was diluted with water (100 ml) and extracted with ethyl acetate (100 ml×2). The extract was washed with saturated brine, dried over anhydrous magnesium sulfate and ... Starting materials: C[O-].[Na+] (NaOMe), COC(=O)C1=C(N(C(C(=C1)Br)=O)CC=1SC=CN1)CN(S(=O)(=O)C1=CC=C(C=C1)C)CC(=O)OC (5-Bromo-2-{[methoxycarbonylmethyl-(toluene-4-sulfonyl)-amino]-methyl}-6-oxo-1-thiazol-2-ylmethyl-1,6-dihydro-pyridine-3-carboxylic acid methyl ester), Cl (HCl). Solvent: [Cl-].[Na+].O (brine), CO (MeOH). Reaction conditions: time 16 hour. Yields the product COC(=O)C=1C(=C2C=C(C(N(C2=CN1)CC=1SC=CN1)=O)Br)O (3-Bromo-5-hydroxy-2-oxo-1-thiazol-2-ylmethyl-1,2-dihydro-[1,7]naphthyridine-6-carboxylic acid methyl ester). Isolated yield 103.1%. Reaction SMILES: C[O:2][C:3]([C:5]1[CH:10]=[C:9]([Br:11])[C:8](=[O:12])[N:7]([CH2:13][C:14]2[S:15][CH:16]=[CH:17][N:18]=2)[C:6]=1[CH2:19][N:20]([CH2:31][C:32]([O:34][CH3:35])=[O:33])S(C1C=CC(C)=CC=1)(=O)=O)=O.C[O-].[Na+].Cl>CO.[Cl-].[Na+].O>[CH3:35][O:34][C:32]([C:31]1[C:3]([OH:2])=[C:5]2[C:6](=[CH:19][N:20]=1)[N:7]([CH2:13][C:14]1[S:15][CH:16]=[CH:17][N:18]=1)[C:8](=[O:12])[C:9]([Br:11])=[CH:10]2)=[O:33] |f:1.2,5.6.7|. Reported procedure: 5-Bromo-2-{[methoxycarbonylmethyl-(toluene-4-sulfonyl)-amino]-methyl}-6-oxo-1-thiazol-2-ylmethyl-1,6-dihydro-pyridine-3-carboxylic acid methyl ester (41 mg, 0.070 mmol) was dissolved in 5 mL of MeOH. NaOMe solution (0.050 mL, 0.21 mmol, 4.375 M in MeOH) was added and the mixture was stirred for 16 h at r.t. 1 M HCl was added to acidify the mixture, followed by addition of brine (10 mL), and the resulting mixture was extracted with CH2Cl2. The organic layer was dried over MgSO4 and concentrated. ...